Dataset: the Open Reaction Database (ORD), a public repository of structured organic reaction records. Task: describe an organic reaction: reactants, conditions, products, and yield The reactants are COC1=CC=C(C=C1)NS([O-])(=O)=O.[Na+] (sodium 4-methoxyphenylsulfamate), P(Cl)(Cl)(Cl)(Cl)Cl (PCl5). Solvent: C1=CC=CC=C1 (benzene). Yields the product COC1=CC=C(C=C1)NS(=O)(=O)Cl (4-methoxyphenylsulfamoyl chloride). As a reaction SMILES: [CH3:1][O:2][C:3]1[CH:8]=[CH:7][C:6]([NH:9][S:10](=[O:13])(=O)[O-:11])=[CH:5][CH:4]=1.[Na+].P(Cl)(Cl)(Cl)(Cl)[Cl:16]>C1C=CC=CC=1>[CH3:1][O:2][C:3]1[CH:8]=[CH:7][C:6]([NH:9][S:10]([Cl:16])(=[O:13])=[O:11])=[CH:5][CH:4]=1 |f:0.1|. Reported procedure: To sodium 4-methoxyphenylsulfamate (10.0 g 44 mmol) suspended in benzene (100 mL) was added PCl5 (9.2 g, 44 mmol) cautiously. The mixture was slowly warmed up and refluxed for 15 hrs. After cooling to rt., the mixture was filtered through a pad of Celite and solvent was removed from filtrate to leave a brown oil as 4-methoxyphenylsulfamoyl chloride, which was used in the next step without further purification.